This data is from the Open Reaction Database (ORD), a public repository of structured organic reaction records. The task is: describe an organic reaction: reactants, conditions, products, and yield Reactants: O=C([O-])O, CCC(=O)Cl, CC(C)CCN1CCCC2(c3cccc(O)c3)CCCC2C1, CC(C)=O, [Na+], O. Yields the product CCC(=O)Oc1cccc(C23CCCC2CN(CCC(C)C)CCC3)c1. As a reaction SMILES: [C:23](=[O:24])([OH:25])[O-:26].[C:29]([CH2:30][CH3:31])(=[O:32])[Cl:33].[CH2:1]([CH2:2][CH:3]([CH3:4])[CH3:5])[N:6]1[CH2:7][CH:8]2[C:9]([c:16]3[cH:17][c:18]([OH:22])[cH:19][cH:20][cH:21]3)([CH2:10][CH2:11][CH2:12]1)[CH2:13][CH2:14][CH2:15]2.[CH3:34][C:35](=[O:36])[CH3:37].[Na+:27].[OH2:28]>>[CH2:1]([CH2:2][CH:3]([CH3:4])[CH3:5])[N:6]1[CH2:7][CH:8]2[C:9]([c:16]3[cH:17][c:18]([O:22][C:29]([CH2:30][CH3:31])=[O:32])[cH:19][cH:20][cH:21]3)([CH2:10][CH2:11][CH2:12]1)[CH2:13][CH2:14][CH2:15]2. The reactants are C1CCOC1, CN1CCC(N)CC1, CCN(C(C)C)C(C)C, Cc1ccc(C(=O)Nc2ccc(F)cc2)cc1-c1nc(S(C)=O)nc2c1CNC(=O)N2c1c(F)cccc1F. Yields the product Cc1ccc(C(=O)Nc2ccc(F)cc2)cc1-c1nc(NC2CCN(C)CC2)nc2c1CNC(=O)N2c1c(F)cccc1F. Reaction SMILES: [CH2:57]1[O:58][CH2:59][CH2:60][CH2:61]1.[CH3:40][N:41]1[CH2:42][CH2:43][CH:44]([NH2:47])[CH2:45][CH2:46]1.[CH:48]([N:49]([CH2:50][CH3:51])[CH:52]([CH3:53])[CH3:54])([CH3:55])[CH3:56].[F:1][c:2]1[c:3]([N:9]2[C:10](=[O:39])[NH:11][CH2:12][c:13]3[c:14]2[n:15][c:16]([S:36]([CH3:37])=[O:38])[n:17][c:18]3-[c:19]2[cH:20][c:21]([C:22](=[O:23])[NH:24][c:25]3[cH:26][cH:27][c:28]([F:31])[cH:29][cH:30]3)[cH:32][cH:33][c:34]2[CH3:35])[c:4]([F:8])[cH:5][cH:6][cH:7]1>>[F:1][c:2]1[c:3]([N:9]2[C:10](=[O:39])[NH:11][CH2:12][c:13]3[c:14]2[n:15][c:16]([NH:47][CH:44]2[CH2:43][CH2:42][N:41]([CH3:40])[CH2:46][CH2:45]2)[n:17][c:18]3-[c:19]2[cH:20][c:21]([C:22](=[O:23])[NH:24][c:25]3[cH:26][cH:27][c:28]([F:31])[cH:29][cH:30]3)[cH:32][cH:33][c:34]2[CH3:35])[c:4]([F:8])[cH:5][cH:6][cH:7]1. Starting materials: C(C)(=O)O (acetic acid), Cl.C(C)(C)(C)NO (N-tert-Butylhydroxylamine hydrochloride), three-necked glass, C(C)(=O)OCC (Ethyl acetate), C([O-])([O-])=O.[K+].[K+] (potassium carbonate). Solvent: O (water). Run at time 1 hour. The product is C(C)(=O)[O-].C(C)(C)(C)[NH2+]O (N-tert-Butylhydroxylammonium Acetate). Isolated yield 98.8%. As a reaction SMILES: Cl.[C:2]([NH:6][OH:7])([CH3:5])([CH3:4])[CH3:3].[C:8]([O:11]CC)(=[O:10])[CH3:9].C(=O)([O-])[O-].[K+].[K+].C(O)(=O)C>O>[C:8]([O-:11])(=[O:10])[CH3:9].[C:2]([NH2+:6][OH:7])([CH3:5])([CH3:4])[CH3:3] |f:0.1,3.4.5,8.9|. Procedure details: N-tert-Butylhydroxylamine hydrochloride (56 g, 0.43 mol, 97%) was dissolved in water (226 g) and charged to a 1 L three-necked glass bottle under argon gas. Ethyl acetate (246 g) and potassium carbonate (79 g, 0.57 mol, 1.3 equiv.) were added and the mixture was stirred vigorously for 1 h at +20 ° C. Both phases were siphoned to a separating funnel. The water phase was separated off and extracted once more with ethyl acetate (100 ml). The organic phases were pooled and acetic acid (28.1 g, 0.47 ... The reactants are C(C)(=O)OCC1=C(C=CC=C1C1=NN(C(C(=C1)NC1=NC=C(C=C1)C(N(C)C)=O)=O)C)N1C(C2=C(C=C(C=C2C=N1)C(C)(C)C)F)=O (2-(6-tert-butyl-8-fluoro-1-oxophthalazin-2(1H)-yl)-6-(5-(5-(dimethylcarbamoyl)pyridin-2-ylamino)-1-methyl-6-oxo-1,6-dihydropyridazin-3-yl)benzyl acetate), [Li+].[OH-] (LiOH). Solvent: O1CCOCC1 (dioxane). Reaction conditions: temperature 25 celsius, time 17 hour. Product: C(C)(C)(C)C=1C=C2C=NN(C(C2=C(C1)F)=O)C=1C(=C(C=CC1)C=1C=C(C(N(N1)C)=O)NC1=NC=C(C(=O)N(C)C)C=C1)CO (6-{6-[3-(6-tert-butyl-8-fluoro-1-oxo-1H-phthalazin-2-yl)-2-hydroxymethyl-phenyl]-2-methyl-3-oxo-2,3-dihydropyridazin-4-ylamino}-N,N-dimethylnicotinamide). Yield: 44.0%. As a reaction SMILES: C([O:4][CH2:5][C:6]1[C:11]([C:12]2[CH:17]=[C:16]([NH:18][C:19]3[CH:24]=[CH:23][C:22]([C:25](=[O:29])[N:26]([CH3:28])[CH3:27])=[CH:21][N:20]=3)[C:15](=[O:30])[N:14]([CH3:31])[N:13]=2)=[CH:10][CH:9]=[CH:8][C:7]=1[N:32]1[N:41]=[CH:40][C:39]2[C:34](=[C:35]([F:46])[CH:36]=[C:37]([C:42]([CH3:45])([CH3:44])[CH3:43])[CH:38]=2)[C:33]1=[O:47])(=O)C.[Li+].[OH-]>O1CCOCC1>[C:42]([C:37]1[CH:38]=[C:39]2[C:34](=[C:35]([F:46])[CH:36]=1)[C:33](=[O:47])[N:32]([C:7]1[C:6]([CH2:5][OH:4])=[C:11]([C:12]3[CH:17]=[C:16]([NH:18][C:19]4[CH:24]=[CH:23][C:22]([C:25]([N:26]([CH3:28])[CH3:27])=[O:29])=[CH:21][N:20]=4)[C:15](=[O:30])[N:14]([CH3:31])[N:13]=3)[CH:10]=[CH:9][CH:8]=1)[N:41]=[CH:40]2)([CH3:45])([CH3:43])[CH3:44] |f:1.2|. Procedure: In a 500 mL round-bottomed flask, 2-(6-tert-butyl-8-fluoro-1-oxophthalazin-2(1H)-yl)-6-(5-(5-(dimethylcarbamoyl)pyridin-2-ylamino)-1-methyl-6-oxo-1,6-dihydropyridazin-3-yl)benzyl acetate (1.142 g, 1.79 mmol) was combined with dioxane (25 ml) and 1M LiOH (10 ml) to give a light yellow suspension. The reaction mixture was stirred at 25° C. for 17 h. The crude reaction mixture was concentrated in vacuo. The residue was partitioned between DCM and water. An emulsion was obtained and the aqueous was ... Reactants: CI (methyl iodide), C1=CC=CC=2C(C3=C(CCC21)C=CC=C3)NC3=CC=NC=C3 (N-(10,11-dihydro-5H-dibenzo[a,d]-cyclohepten-5-yl)-4-pyridinamine), C(C)(C)[N-]C(C)C.[Li+] (lithium diisopropylamide), C(C)(C)NC(C)C (diisopropylamine). The solvent is O1CCCC1 (tetrahydrofuran), O1CCCC1 (tetrahydrofuran), O (water). Reaction conditions: time 30 minute. The product is C1=CC=CC=2C(C3=C(CCC21)C=CC=C3)N(C3=CC=NC=C3)C (N-(10,11-dihydro-5H-dibenzo[a,d]-cyclohepten-5-yl)-N-methyl-4-pyridinamine). RXN SMILES: [CH:1]1[C:11]2[CH2:10][CH2:9][C:8]3[CH:12]=[CH:13][CH:14]=[CH:15][C:7]=3[CH:6]([NH:16][C:17]3[CH:22]=[CH:21][N:20]=[CH:19][CH:18]=3)[C:5]=2[CH:4]=[CH:3][CH:2]=1.[CH:23]([N-]C(C)C)(C)C.[Li+].C(NC(C)C)(C)C.CI>O1CCCC1.O>[CH:12]1[C:8]2[CH2:9][CH2:10][C:11]3[CH:1]=[CH:2][CH:3]=[CH:4][C:5]=3[CH:6]([N:16]([CH3:23])[C:17]3[CH:22]=[CH:21][N:20]=[CH:19][CH:18]=3)[C:7]=2[CH:15]=[CH:14][CH:13]=1 |f:1.2|. Procedure: A solution of 0.01 mole of N-(10,11-dihydro-5H-dibenzo[a,d]-cyclohepten-5-yl)-4-pyridinamine in 100 milliliters of dry tetrahydrofuran is added at -10° C. to a solution of lithium diisopropylamide (prepared from 1.5 milliliters (0.01 mole) of diisopropylamine and butyl lithium in hexane (7.7 milliliters; 0.01 mole) at -20° C.) in 100 milliliters of tetrahydrofuran, in an atmosphere of nitrogen. The solution is stirred at room temperature for 30 minutes and then treated with 0.63 milliliters (0.0... Reactants: 54, C(N)(=O)P(OCC)(OCC)=O (diethyl carbamoylphosphonate), COC(N(C)C)OC (dimethyl formamide dimethyl acetal). Run in O1CCCC1 (tetrahydrofuran). Yields the product 70, CN(C=NC(=O)P(OCC)(OCC)=O)C (diethyl 1-dimethylaminomethyleneaminocarbonylphosphonate). Reaction SMILES: [C:1]([P:4](=[O:11])([O:8][CH2:9][CH3:10])[O:5][CH2:6][CH3:7])(=[O:3])[NH2:2].CO[CH:14](OC)[N:15]([CH3:17])[CH3:16]>O1CCCC1>[CH3:14][N:15]([CH3:17])[CH:16]=[N:2][C:1]([P:4](=[O:11])([O:8][CH2:9][CH3:10])[O:5][CH2:6][CH3:7])=[O:3]. Procedure details: a solution of 54 parts of diethyl carbamoylphosphonate and 36 parts of dimethyl formamide dimethyl acetal was refluxed in 1000 parts of anhydrous tetrahydrofuran for eight hours. The solvent was removed under reduced pressure to give 70 parts of diethyl 1-dimethylaminomethyleneaminocarbonylphosphonate, nD24 = 1.4970. Starting materials: O=C([O-])[O-], Cn1c(CN2CCC(C(C)(C)O)CC2)nc2c(N3CCOCC3)nc(Cl)nc21, [Cs+], [Cs+], Nc1cccc(F)c1[N+](=O)[O-], CN(C)C=O, O=C(C=Cc1ccccc1)C=Cc1ccccc1, O=C(C=Cc1ccccc1)C=Cc1ccccc1, O=C(C=Cc1ccccc1)C=Cc1ccccc1, [Pd], [Pd]. Yields the product Cn1c(CN2CCC(C(C)(C)O)CC2)nc2c(N3CCOCC3)nc(Nc3cccc(F)c3[N+](=O)[O-])nc21. As a reaction SMILES: [C:40](=[O:41])([O-:42])[O-:43].[Cl:1][c:2]1[n:3][c:4]([N:23]2[CH2:24][CH2:25][O:26][CH2:27][CH2:28]2)[c:5]2[n:6][c:7]([CH2:12][N:13]3[CH2:14][CH2:15][CH:16]([C:19]([CH3:20])([CH3:21])[OH:22])[CH2:17][CH2:18]3)[n:8]([CH3:11])[c:9]2[n:10]1.[Cs+:44].[Cs+:45].[F:29][c:30]1[c:31]([N+:37](=[O:38])[O-:39])[c:32]([NH2:36])[cH:33][cH:34][cH:35]1.[O:102]=[CH:103][N:104]([CH3:105])[CH3:106].[O:48]=[C:49]([CH:50]=[CH:51][c:52]1[cH:53][cH:54][cH:55][cH:56][cH:57]1)[CH:58]=[CH:59][c:60]1[cH:61][cH:62][cH:63][cH:64][cH:65]1.[O:66]=[C:67]([CH:68]=[CH:69][c:70]1[cH:71][cH:72][cH:73][cH:74][cH:75]1)[CH:76]=[CH:77][c:78]1[cH:79][cH:80][cH:81][cH:82][cH:83]1.[O:84]=[C:85]([CH:86]=[CH:87][c:88]1[cH:89][cH:90][cH:91][cH:92][cH:93]1)[CH:94]=[CH:95][c:96]1[cH:97][cH:98][cH:99][cH:100][cH:101]1.[Pd:46].[Pd:47]>>[c:2]1([NH:36][c:32]2[c:31]([N+:37](=[O:38])[O-:39])[c:30]([F:29])[cH:35][cH:34][cH:33]2)[n:3][c:4]([N:23]2[CH2:24][CH2:25][O:26][CH2:27][CH2:28]2)[c:5]2[n:6][c:7]([CH2:12][N:13]3[CH2:14][CH2:15][CH:16]([C:19]([CH3:20])([CH3:21])[OH:22])[CH2:17][CH2:18]3)[n:8]([CH3:11])[c:9]2[n:10]1. Reactants: ClC1=CC=C(C=C1)C1=C(C(NN=C1C)=O)C1=CSC=C1 (5-(4-chloro-phenyl)-6-methyl-4-(3-thienyl)-2H-pyridazin-3-on e), P(=O)(Cl)(Cl)Cl (phosphorus oxychloride). Conditions: temperature 110 celsius, time 1 hour. Yields the product ClC=1N=NC(=C(C1C1=CSC=C1)C1=CC=C(C=C1)Cl)C (3-chloro-5-(4-chlorophenyl)-6-methyl-4-(3-thienyl)pyridazine). RXN SMILES: [Cl:1][C:2]1[CH:7]=[CH:6][C:5]([C:8]2[C:13]([CH3:14])=[N:12][NH:11][C:10](=O)[C:9]=2[C:16]2[CH:20]=[CH:19][S:18][CH:17]=2)=[CH:4][CH:3]=1.P(Cl)(Cl)([Cl:23])=O>>[Cl:23][C:10]1[N:11]=[N:12][C:13]([CH3:14])=[C:8]([C:5]2[CH:6]=[CH:7][C:2]([Cl:1])=[CH:3][CH:4]=2)[C:9]=1[C:16]1[CH:20]=[CH:19][S:18][CH:17]=1. Procedure: 1.38 g of 5-(4-chloro-phenyl)-6-methyl-4-(3-thienyl)-2H-pyridazin-3-on e and 6 ml of phosphorus oxychloride were mixed. The mixture was stirred for 1 hour on an oil bath of 110° C. The reaction mixture was allowed to cool to room temperature, then, concentrated under reduced pressure. To the resultant residue was added ethyl acetate and ice water. The mixture was stirred for about 5 minutes at room temperature, then, liquid-partitioned. The organic layer was washed with brine three times, and dr... Starting materials: C(O)CN (ethanolamine), O (water), [N+](=O)([O-])C1=C(C=C2NC(C(NC2=C1)=O)=O)S(=O)(=O)Cl (1,2,3,4-tetrahydro-7-nitro-2,3-dioxo-6-quinoxalinesulfonyl chloride). Conditions: time 16 hour. The product is OCCNS(=O)(=O)C=1C=C2NC(C(NC2=CC1[N+](=O)[O-])=O)=O (1,2,3,4-tetrahydro-N-(2-hydroxyethyl)-7-nitro-2,3-dioxo-6-quinoxaline sulfonamide). The yield is 56.0%. Reaction SMILES: [CH2:1]([CH2:3][NH2:4])[OH:2].O.[N+:6]([C:9]1[CH:18]=[C:17]2[C:12]([NH:13][C:14](=[O:20])[C:15](=[O:19])[NH:16]2)=[CH:11][C:10]=1[S:21](Cl)(=[O:23])=[O:22])([O-:8])=[O:7]>>[OH:2][CH2:1][CH2:3][NH:4][S:21]([C:10]1[CH:11]=[C:12]2[C:17](=[CH:18][C:9]=1[N+:6]([O-:8])=[O:7])[NH:16][C:15](=[O:19])[C:14](=[O:20])[NH:13]2)(=[O:22])=[O:23]. Reported procedure: To a solution of 6.11 g (0.1 mole) of ethanolamine in 40 ml of water 6.11 g (0.02 mole) of 1,2,3,4-tetrahydro-7-nitro-2,3-dioxo-6-quinoxalinesulfonyl chloride are added under stirring, the reaction mixture is stirred at room temperature for 6 hours and then allowed to stand for 16 hours. The separated crystals are filtered off, washed with acetone, dried, dissolved in a slight amount of hot dimethyl sulfoxide and precipitated from this solution with 2-propanol. Thus 3.70 g (56%) of 1,2,3,4-tetra...